From a dataset of the Open Reaction Database (ORD), a public repository of structured organic reaction records. describe an organic reaction: reactants, conditions, products, and yield Starting materials: C1(CC1)C=1C=C(C=CC1S(=O)(=O)C1CC1)[C@H](C(=O)NC=1N=CC(=NC1)C(=O)O)C[C@@H]1CC(CC1)=O (5-({(2R)-2-[3-cyclopropyl-4-(cyclopropylsulfonyl)phenyl]-3-[(1R)-3-oxocyclopentyl]propanoyl}amino)pyrazine-2-carboxylic acid), ON1N=NC2=C1C=CC=C2 (1-hydroxybenzotriazole), Cl.CN(CCCN=C=NCC)C (N-[3-(dimethylamino)propyl]-N′-ethylcarbodiimide monohydrochloride), Cl.CNC (dimethylamine monohydrochloride). Run in O (water), CN(C)C=O (DMF), C(C)N(CC)CC (triethylamine). Run at time 8 hour. The product is C1(CC1)C=1C=C(C=CC1S(=O)(=O)C1CC1)[C@H](C(=O)NC=1N=CC(=NC1)CC(=O)N(C)C)C[C@@H]1CC(CC1)=O (5-({(2R)-2-[3-cyclopropyl-4-(cyclopropylsulfonyl)phenyl]-3-[(1R)-3-oxocyclopentyl]propanoyl}amino)-N,N-dimethylpyrazine-2-carboxyamide). The yield is 58.0%. As a reaction SMILES: [CH:1]1([C:4]2[CH:5]=[C:6]([C@@H:16]([CH2:29][C@H:30]3[CH2:34][CH2:33][C:32](=[O:35])[CH2:31]3)[C:17]([NH:19][C:20]3[N:21]=[CH:22][C:23]([C:26](O)=O)=[N:24][CH:25]=3)=[O:18])[CH:7]=[CH:8][C:9]=2[S:10]([CH:13]2[CH2:15][CH2:14]2)(=[O:12])=[O:11])[CH2:3][CH2:2]1.[OH:36]N1C2C=CC=CC=2N=N1.Cl.[CH3:47][N:48]([CH3:57])[CH2:49]CCN=C=NCC.Cl.CNC>CN(C=O)C.O.C(N(CC)CC)C>[CH:1]1([C:4]2[CH:5]=[C:6]([C@@H:16]([CH2:29][C@H:30]3[CH2:34][CH2:33][C:32](=[O:35])[CH2:31]3)[C:17]([NH:19][C:20]3[N:21]=[CH:22][C:23]([CH2:26][C:49]([N:48]([CH3:57])[CH3:47])=[O:36])=[N:24][CH:25]=3)=[O:18])[CH:7]=[CH:8][C:9]=2[S:10]([CH:13]2[CH2:14][CH2:15]2)(=[O:11])=[O:12])[CH2:2][CH2:3]1 |f:2.3,4.5|. Procedure details: To a solution of 5-({(2R)-2-[3-cyclopropyl-4-(cyclopropylsulfonyl)phenyl]-3-[(1R)-3-oxocyclopentyl]propanoyl}amino)pyrazine-2-carboxylic acid (102 mg), 1-hydroxybenzotriazole (44 mg), and N-[3-(dimethylamino)propyl]-N′-ethylcarbodiimide monohydrochloride (59 mg) in DMF (5 mL) were added dimethylamine monohydrochloride (22 mg) and triethylamine (0.09 mL) at room temperature. The reaction mixture was stirred at room temperature overnight, and water was then added thereto for liquid separation. The... The reactants are C1CCOC1, O=Cc1cc(C(=O)NOCCO)c(Nc2ccc(I)cc2F)c(F)c1F, NCCO. Yields the product O=C(NOCCO)c1cc(C=NCCO)c(F)c(F)c1Nc1ccc(I)cc1F. Reaction SMILES: [CH2:31]1[O:32][CH2:33][CH2:34][CH2:35]1.[F:1][c:2]1[c:3]([NH:18][c:19]2[c:20]([F:26])[cH:21][c:22]([I:25])[cH:23][cH:24]2)[c:4]([C:5](=[O:6])[NH:7][O:8][CH2:9][CH2:10][OH:11])[cH:12][c:13]([CH:16]=[O:17])[c:14]1[F:15].[NH2:27][CH2:28][CH2:29][OH:30]>>[F:1][c:2]1[c:3]([NH:18][c:19]2[c:20]([F:26])[cH:21][c:22]([I:25])[cH:23][cH:24]2)[c:4]([C:5](=[O:6])[NH:7][O:8][CH2:9][CH2:10][OH:11])[cH:12][c:13]([CH:16]=[N:27][CH2:28][CH2:29][OH:30])[c:14]1[F:15]. Starting materials: N#Cc1cccc2c1CC(=O)c1cc(F)ccc1S2, CCO, NN, O. Product: N#Cc1cccc2c1CC(=NN)c1cc(F)ccc1S2. Reaction SMILES: [C:1](#[N:2])[c:3]1[cH:4][cH:5][cH:6][c:7]2[c:8]1[CH2:9][C:10](=[O:19])[c:11]1[c:12]([cH:14][cH:15][c:16]([F:18])[cH:17]1)[S:13]2.[CH3:23][CH2:24][OH:25].[NH2:21][NH2:22].[OH2:20]>>[C:1](#[N:2])[c:3]1[cH:4][cH:5][cH:6][c:7]2[c:8]1[CH2:9][C:10](=[N:21][NH2:22])[c:11]1[c:12]([cH:14][cH:15][c:16]([F:18])[cH:17]1)[S:13]2. Starting materials: CCOC(=O)C=Cc1cc(C)ccc1OC1CCCCO1, CCO, Cc1ccc(S(=O)(=O)O)cc1. The product is CCOC(=O)C=Cc1cc(C)ccc1O. RXN SMILES: [CH2:1]([CH3:2])[O:3][C:4]([CH:5]=[CH:6][c:7]1[c:8]([O:14][CH:15]2[CH2:16][CH2:17][CH2:18][CH2:19][O:20]2)[cH:9][cH:10][c:11]([CH3:13])[cH:12]1)=[O:21].[CH3:33][CH2:34][OH:35].[c:22]1([CH3:23])[cH:24][cH:25][c:26]([S:27]([OH:28])(=[O:29])=[O:30])[cH:31][cH:32]1>>[CH2:1]([CH3:2])[O:3][C:4]([CH:5]=[CH:6][c:7]1[c:8]([OH:14])[cH:9][cH:10][c:11]([CH3:13])[cH:12]1)=[O:21]. The reactants are O=C([O-])[O-], COc1ccccc1-c1cc(Cl)ncn1, [K+], [K+], NN, C1COCCO1. Product: COc1ccccc1-c1cc(NN)ncn1. As a reaction SMILES: [C:18](=[O:19])([O-:20])[O-:21].[Cl:1][c:2]1[n:3][cH:4][n:5][c:6](-[c:8]2[c:9]([O:14][CH3:15])[cH:10][cH:11][cH:12][cH:13]2)[cH:7]1.[K+:22].[K+:23].[NH2:16][NH2:17].[O:24]1[CH2:25][CH2:26][O:27][CH2:28][CH2:29]1>>[c:2]1([NH:16][NH2:17])[n:3][cH:4][n:5][c:6](-[c:8]2[c:9]([O:14][CH3:15])[cH:10][cH:11][cH:12][cH:13]2)[cH:7]1. The reactants are Cl.C1(CC1)N(C(C1=CC=C(C=C1)C1=CN=CO1)=O)C1CCNCC1 (N-cyclopropyl-4-oxazol-5-yl-N-piperidin-4-yl-benzamide hydrogen chloride salt), C(C)N(C(C)C)C(C)C (ethyldiisopropylamine), ClC1=NC=C(C=N1)CC (2-chloro-5-ethylpyrimidine). The solvent is CN(C=O)C (N,N-dimethylformamide), O1CCOCC1 (1,4-dioxane). Run at temperature 120 celsius. Yields the product C1(CC1)N(C(C1=CC=C(C=C1)C1=CN=CO1)=O)C1CCN(CC1)C1=NC=C(C=N1)CC (N-Cyclopropyl-N-[1-(5-ethyl-pyrimidin-2-yl)-piperidin-4-yl]-4-oxazol-5-yl-benzamide). RXN SMILES: Cl.[CH:2]1([N:5]([CH:19]2[CH2:24][CH2:23][NH:22][CH2:21][CH2:20]2)[C:6](=[O:18])[C:7]2[CH:12]=[CH:11][C:10]([C:13]3[O:17][CH:16]=[N:15][CH:14]=3)=[CH:9][CH:8]=2)[CH2:4][CH2:3]1.C(N(C(C)C)C(C)C)C.Cl[C:35]1[N:40]=[CH:39][C:38]([CH2:41][CH3:42])=[CH:37][N:36]=1>CN(C)C=O.O1CCOCC1>[CH:2]1([N:5]([CH:19]2[CH2:24][CH2:23][N:22]([C:35]3[N:40]=[CH:39][C:38]([CH2:41][CH3:42])=[CH:37][N:36]=3)[CH2:21][CH2:20]2)[C:6](=[O:18])[C:7]2[CH:8]=[CH:9][C:10]([C:13]3[O:17][CH:16]=[N:15][CH:14]=3)=[CH:11][CH:12]=2)[CH2:4][CH2:3]1 |f:0.1|. Reported procedure: A mixture of N-cyclopropyl-4-oxazol-5-yl-N-piperidin-4-yl-benzamide hydrogen chloride salt (52 mg), ethyldiisopropylamine (59 mg), and 2-chloro-5-ethylpyrimidine (21 mg) in N,N-dimethylformamide (1.0 mL) and 1,4-dioxane (1.5 mL) is stirred over night at 120° C. After cooling to room temperature, the solvents are evaporated and the residue is purified by HPLC (H2O/MeOH/TFA) to give the title compound. LC (method 9): tR=1.74 min; Mass spectrum (ESI+): m/z=418 [M+H]+. Conditions: temperature -78 celsius. Solvent: CCOCC (ether), CCOCC (ether). Reported procedure: 1-bromo-6-(4-(trifluoromethoxy)phenyl)-3-(trifluoromethyl)imidazo[1,5-a]pyridine (50.0 mg, 0.118 mmol) was dissolved in ether (2 mL) in a 50 mL round bottomed flask under a nitrogen atmosphere. The solution was cooled down to −78° C. and treated with t-BuLi (1.7 M pentane solution, 0.15 mL, 0.255 mmol, 2.2 equiv.) for 5 min. To the mixture was added a solution of MeI (65.8 mg, 0.464 mmol, 4.0 equiv.) in ether (1 mL). The reaction was allowed to warm up to room temperature for 30 min. To the mixt... The reactants are CI (MeI), O (H2O), BrC=1N=C(N2C1C=CC(=C2)C2=CC=C(C=C2)OC(F)(F)F)C(F)(F)F (1-bromo-6-(4-(trifluoromethoxy)phenyl)-3-(trifluoromethyl)imidazo[1,5-a]pyridine), [Li]C(C)(C)C (t-BuLi). RXN SMILES: Br[C:2]1[N:3]=[C:4]([C:22]([F:25])([F:24])[F:23])[N:5]2[CH:10]=[C:9]([C:11]3[CH:16]=[CH:15][C:14]([O:17][C:18]([F:21])([F:20])[F:19])=[CH:13][CH:12]=3)[CH:8]=[CH:7][C:6]=12.[Li][C:27](C)(C)C.CI.O>CCOCC>[CH3:27][C:2]1[N:3]=[C:4]([C:22]([F:25])([F:24])[F:23])[N:5]2[CH:10]=[C:9]([C:11]3[CH:16]=[CH:15][C:14]([O:17][C:18]([F:21])([F:20])[F:19])=[CH:13][CH:12]=3)[CH:8]=[CH:7][C:6]=12. The product is CC=1N=C(N2C1C=CC(=C2)C2=CC=C(C=C2)OC(F)(F)F)C(F)(F)F (1-methyl-6-(4-(trifluoromethoxy)phenyl)-3-(trifluoromethyl)imidazo[1,5-a]pyridine). Starting materials: O=O (oxygen), ON1C(C=2C(C1=O)=CC=CC2)=O (N-hydroxyphthalimide), C1=CC=CC=2C3=CC=CC=C3CC12 (fluorene), C12CC3CC(CC(C1)C3)C2 (adamantane). Yields the product C12(CC3CC(CC(C1)C3)C2)O (adamantanol), C1(C=CC=C2C3=CC=CC=C3C=C12)=O (fluorenone). RXN SMILES: [CH:1]1[C:13]2[CH2:12][C:11]3[C:6](=[CH:7][CH:8]=[CH:9][CH:10]=3)[C:5]=2[CH:4]=[CH:3][CH:2]=1.C12CC3CC(CC(C3)C1)C2.O=O.[OH:26]N1C(=O)C2=CC=CC=C2C1=O>>[C:9]12([OH:26])[CH2:8][CH:7]3[CH2:6][CH:11]([CH2:12][CH:13]([CH2:5]3)[CH2:1]1)[CH2:10]2.[C:1]1(=[O:26])[C:13]2[C:5]([C:6]3[C:11]([CH:12]=2)=[CH:10][CH:9]=[CH:8][CH:7]=3)=[CH:4][CH:3]=[CH:2]1. Procedure details: In page 762 of the "Lecture Draft II" (1994) of 67th Spring Annual Meeting of Chemical Society of Japan, it is reported that oxidation of an alcohol such as benzyl alcohol or benzhydrol with air using vanadomolybdophosphoriate and N-hydroxyphthalimide provides a ketone such as acetophenone or benzophenone in a high yield, and that oxidation of fluorene or adamantane with oxygen using N-hydroxyphthalimide gives a corresponding adamantanol or fluorenone.